Dataset: the Open Reaction Database (ORD), a public repository of structured organic reaction records. Task: describe an organic reaction: reactants, conditions, products, and yield The reactants are CCCNCCC, CN1Cc2c(-c3nc(CCl)cs3)ncn2-c2ccc(F)c(Cl)c2C1=O, C1CCOC1. The product is CCCN(CCC)Cc1csc(-c2ncn3c2CN(C)C(=O)c2c-3ccc(F)c2Cl)n1. Reaction SMILES: [CH2:26]([CH2:27][CH3:28])[NH:29][CH2:30][CH2:31][CH3:32].[Cl:1][c:2]1[c:3]([F:25])[cH:4][cH:5][c:6]2[c:7]1[C:8](=[O:24])[N:9]([CH3:23])[CH2:10][c:11]1[n:12]-2[cH:13][n:14][c:15]1-[c:16]1[s:17][cH:18][c:19]([CH2:21][Cl:22])[n:20]1.[O:33]1[CH2:34][CH2:35][CH2:36][CH2:37]1>>[Cl:1][c:2]1[c:3]([F:25])[cH:4][cH:5][c:6]2[c:7]1[C:8](=[O:24])[N:9]([CH3:23])[CH2:10][c:11]1[n:12]-2[cH:13][n:14][c:15]1-[c:16]1[s:17][cH:18][c:19]([CH2:21][N:29]([CH2:26][CH2:27][CH3:28])[CH2:30][CH2:31][CH3:32])[n:20]1.